This data is from the Open Reaction Database (ORD), a public repository of structured organic reaction records. The task is: describe an organic reaction: reactants, conditions, products, and yield Reactants: BrCc1ccoc1, CC(C)(C)OC(=O)N1CCC(c2c[nH]c3ncccc23)CC1, CCOCC, [H-], [Na+], CN(C)C=O. Product: CC(C)(C)OC(=O)N1CCC(c2cn(Cc3ccoc3)c3ncccc23)CC1. RXN SMILES: [Br:25][CH2:26][c:27]1[cH:28][o:29][cH:30][cH:31]1.[C:1]([CH3:2])([CH3:3])([CH3:4])[O:5][C:6](=[O:7])[N:8]1[CH2:9][CH2:10][CH:11]([c:14]2[cH:15][nH:16][c:17]3[n:18][cH:19][cH:20][cH:21][c:22]23)[CH2:12][CH2:13]1.[CH2:37]([O:38][CH2:39][CH3:40])[CH3:41].[H-:23].[Na+:24].[O:32]=[CH:33][N:34]([CH3:35])[CH3:36]>>[C:1]([CH3:2])([CH3:3])([CH3:4])[O:5][C:6](=[O:7])[N:8]1[CH2:9][CH2:10][CH:11]([c:14]2[cH:15][n:16]([CH2:26][c:27]3[cH:28][o:29][cH:30][cH:31]3)[c:17]3[n:18][cH:19][cH:20][cH:21][c:22]23)[CH2:12][CH2:13]1. Starting materials: [I-].[K+] (potassium iodide), ClC=1C=CC2=C(C(=NCC=3N2C(=NN3)CCl)C3=C(C=CC=C3)Cl)C1 (8-chloro-1-(chloromethyl)-6-(o-chlorophenyl)-4H-s-triazolo[4,3-a][1,4]benzodiazepine), C1(CC1)N (cyclopropylamine). Run in O1CCCC1 (tetrahydrofuran). Product: ClC=1C=CC2=C(C(=NCC=3N2C(=NN3)CNC3CC3)C3=C(C=CC=C3)Cl)C1 (8-chloro-1-[(cyclopropylamino)methyl]-6-(o-chlorophenyl)-4H-s-triazolo[4,3-a]-[1,4]benzodiazepine). RXN SMILES: [I-].[K+].[Cl:3][C:4]1[CH:5]=[CH:6][C:7]2[N:13]3[C:14]([CH2:17]Cl)=[N:15][N:16]=[C:12]3[CH2:11][N:10]=[C:9]([C:19]3[CH:24]=[CH:23][CH:22]=[CH:21][C:20]=3[Cl:25])[C:8]=2[CH:26]=1.[CH:27]1([NH2:30])[CH2:29][CH2:28]1>O1CCCC1>[Cl:3][C:4]1[CH:5]=[CH:6][C:7]2[N:13]3[C:14]([CH2:17][NH:30][CH:27]4[CH2:29][CH2:28]4)=[N:15][N:16]=[C:12]3[CH2:11][N:10]=[C:9]([C:19]3[CH:24]=[CH:23][CH:22]=[CH:21][C:20]=3[Cl:25])[C:8]=2[CH:26]=1 |f:0.1|. Procedure: In the manner given in Example 1, potassium iodide and 8-chloro-1-(chloromethyl)-6-(o-chlorophenyl)-4H-s-triazolo[4,3-a][1,4]benzodiazepine in tetrahydrofuran is treated with cyclopropylamine to give 8-chloro-1-[(cyclopropylamino)methyl]-6-(o-chlorophenyl)-4H-s-triazolo[4,3-a]-[1,4]benzodiazepine. Reactants: CC(C)N (propan-2-amine), C(C)(C)N(CC)C(C)C (diisopropylethylamine), [I-].FC1(OC2=C(O1)C=CC(=C2)N2/C(/SC(=C2)C)=N/C(=O)N2C=[N+](C=C2)C)F ((Z)-1-(3-(2,2-difluorobenzo[d][1,3]dioxol-5-yl)-5-methylthiazol-2(3H)-ylidenecarbamoyl)-3-methyl-1H-imidazol-3-ium iodide). Run in C(C)#N (acetonitrile), C(C)#N (acetonitrile), C(C)#N (acetonitrile). Conditions: time 8 hour. Yields the product FC1(OC2=C(O1)C=CC(=C2)N2/C(/SC(=C2)C)=N/C(=O)NC(C)C)F (N-[(2Z)-3-(2,2-difluoro-1,3-benzodioxol-5-yl)-5-methyl-1,3-thiazol-2(3H)-ylidene]-N′-isopropylurea). Reaction SMILES: [I-].[F:2][C:3]1([F:27])[O:7][C:6]2[CH:8]=[CH:9][C:10]([N:12]3[CH:16]=[C:15]([CH3:17])[S:14]/[C:13]/3=[N:18]\[C:19]([N:21]3[CH:25]=[CH:24][N+](C)=C3)=[O:20])=[CH:11][C:5]=2[O:4]1.[CH:28](N(C(C)C)CC)(C)C.CC(N)C>C(#N)C>[F:2][C:3]1([F:27])[O:7][C:6]2[CH:8]=[CH:9][C:10]([N:12]3[CH:16]=[C:15]([CH3:17])[S:14]/[C:13]/3=[N:18]\[C:19]([NH:21][CH:25]([CH3:28])[CH3:24])=[O:20])=[CH:11][C:5]=2[O:4]1 |f:0.1|. Procedure details: Into a 20 mL vial, a solution of (Z)-1-(3-(2,2-difluorobenzo[d][1,3]dioxol-5-yl)-5-methylthiazol-2(3H)-ylidenecarbamoyl)-3-methyl-1H-imidazol-3-ium iodide (Example 40B, 48 mg, 0.09 mmol) dissolved in acetonitrile (0.5 mL) was added followed by the addition of diisopropylethylamine (21 μL, 0.12 mmol) dissolved in acetonitrile (0.5 mL). Then, to the solution was added propan-2-amine (5.9 mg, 0.10 mmol) dissolved in acetonitrile (0.5 mL). The vial was capped and shaken overnight at room temperature... The reactants are IC=1SC=CC1C#N (2-iodo-3-cyano-thiophene), C(=O)C1=CC=C(C=C1)B(O)O (4-formylphenyl boronic acid). Reaction SMILES: I[C:2]1[S:3][CH:4]=[CH:5][C:6]=1[C:7]#[N:8].[CH:9]([C:11]1[CH:16]=[CH:15][C:14](B(O)O)=[CH:13][CH:12]=1)=[O:10]>>[CH:9]([C:11]1[CH:16]=[CH:15][C:14]([C:2]2[S:3][CH:4]=[CH:5][C:6]=2[C:7]#[N:8])=[CH:13][CH:12]=1)=[O:10]. The product is C(=O)C1=CC=C(C=C1)C=1SC=CC1C#N (2-(4-formylphenyl)thiophene-3-carbonitrile). Procedure details: In a manner analogous to the procedure set forth in example A-239, the title compound is prepared from 2-iodo-3-cyano-thiophene and 4-formylphenyl boronic acid. Starting materials: CC1(OB(OC1(C)C)C=1C=CC(=NC1)N)C (5-(4,4,5,5-tetramethyl-1,3,2-dioxaborolan-2-yl)pyridin-2-amine), IC1=NC=CN=C1 (2-iodopyrazine), C1(=CC=CC=C1)C (toluene), C(=O)([O-])[O-].[Na+].[Na+] (Na2CO3). The reagents and catalysts are C=1C=CC(=CC1)[P](C=2C=CC=CC2)(C=3C=CC=CC3)[Pd]([P](C=4C=CC=CC4)(C=5C=CC=CC5)C=6C=CC=CC6)([P](C=7C=CC=CC7)(C=8C=CC=CC8)C=9C=CC=CC9)[P](C=1C=CC=CC1)(C=1C=CC=CC1)C=1C=CC=CC1 (Pd(PPh3)4). Run in C(C)O (ethanol). Reaction conditions: temperature 90 celsius, time 10 hour. The product is N1=C(C=NC=C1)C=1C=CC(=NC1)N (5-(pyrazin-2-yl)pyridin-2-amine). RXN SMILES: CC1(C)C(C)(C)OB([C:9]2[CH:10]=[CH:11][C:12]([NH2:15])=[N:13][CH:14]=2)O1.I[C:18]1[CH:23]=[N:22][CH:21]=[CH:20][N:19]=1.C1(C)C=CC=CC=1.C([O-])([O-])=O.[Na+].[Na+]>C1C=CC([P]([Pd]([P](C2C=CC=CC=2)(C2C=CC=CC=2)C2C=CC=CC=2)([P](C2C=CC=CC=2)(C2C=CC=CC=2)C2C=CC=CC=2)[P](C2C=CC=CC=2)(C2C=CC=CC=2)C2C=CC=CC=2)(C2C=CC=CC=2)C2C=CC=CC=2)=CC=1.C(O)C>[N:19]1[CH:20]=[CH:21][N:22]=[CH:23][C:18]=1[C:9]1[CH:10]=[CH:11][C:12]([NH2:15])=[N:13][CH:14]=1 |f:3.4.5,^1:40,42,61,80|. Procedure: To a sealed tube was added 5-(4,4,5,5-tetramethyl-1,3,2-dioxaborolan-2-yl)pyridin-2-amine 86-1 (2.2 g, 10 mmol), 2-iodopyrazine 86-2 (2.06 g, 10 mmol), Pd(PPh3)4 (577 mg, 0.5 mmol), toluene (70 mL), ethanol (15 mL) and 2M Na2CO3 (15 mL). The reaction mixture was bubbled with nitrogen for 2 minutes and stirred at 90° C. for 10 hours. After cooling to room temperature, the solvents were evaporated and the residue was redissolved in dichloromethane (200 ml) and treated with 1M HCl aqueous solution ... The reactants are CCCCOCCOc1ccc(-c2ccc3c(c2)C=C(C(=O)Nc2ccc(SCc4nccn4C)cc2)CCN3CC(C)C)cc1, ClCCl, [Na+], [Na+], O=C(OO)c1cccc(Cl)c1, O=S([O-])([O-])=S. The product is CCCCOCCOc1ccc(-c2ccc3c(c2)C=C(C(=O)Nc2ccc(S(=O)Cc4nccn4C)cc2)CCN3CC(C)C)cc1. As a reaction SMILES: [CH2:1]([CH2:2][CH2:3][CH3:4])[O:5][CH2:6][CH2:7][O:8][c:9]1[cH:10][cH:11][c:12](-[c:15]2[cH:16][cH:17][c:18]3[c:19]([cH:46]2)[CH:20]=[C:21]([C:29](=[O:30])[NH:31][c:32]2[cH:33][cH:34][c:35]([S:38][CH2:39][c:40]4[n:41]([CH3:45])[cH:42][cH:43][n:44]4)[cH:36][cH:37]2)[CH2:22][CH2:23][N:24]3[CH2:25][CH:26]([CH3:27])[CH3:28])[cH:13][cH:14]1.[Cl:65][CH2:66][Cl:67].[Na+:63].[Na+:64].[OH:47][O:48][C:49]([c:50]1[cH:51][c:52]([Cl:53])[cH:54][cH:55][cH:56]1)=[O:57].[S:58]([O-:59])([O-:60])(=[O:61])=[S:62]>>[CH2:1]([CH2:2][CH2:3][CH3:4])[O:5][CH2:6][CH2:7][O:8][c:9]1[cH:10][cH:11][c:12](-[c:15]2[cH:16][cH:17][c:18]3[c:19]([cH:46]2)[CH:20]=[C:21]([C:29](=[O:30])[NH:31][c:32]2[cH:33][cH:34][c:35]([S:38]([CH2:39][c:40]4[n:41]([CH3:45])[cH:42][cH:43][n:44]4)=[O:47])[cH:36][cH:37]2)[CH2:22][CH2:23][N:24]3[CH2:25][CH:26]([CH3:27])[CH3:28])[cH:13][cH:14]1. Starting materials: CN(S(=O)(=O)Cl)C (N,N-dimethylsulfamoyl chloride), oil, [H-].[Na+] (sodium hydride), C(CO)O (ethylene glycol). Solvent: COCCOC (1,2-dimethoxyethane), COCCOC (1,2-dimethoxyethane). Reaction conditions: time 2 hour. Product: CN(S(=O)(=O)OCCOS(N(C)C)(=O)=O)C (1,2-bis-O-(N,N-dimethylsulfamyl)-1,2-ethanediol). RXN SMILES: [H-].[Na+].[CH2:3]([OH:6])[CH2:4][OH:5].[CH3:7][N:8]([CH3:13])[S:9](Cl)(=[O:11])=[O:10]>COCCOC>[CH3:7][N:8]([CH3:13])[S:9]([O:5][CH2:4][CH2:3][O:6][S:9](=[O:11])(=[O:10])[N:8]([CH3:13])[CH3:7])(=[O:11])=[O:10] |f:0.1|. Reported procedure: A 57% oil dispersion of sodium hydride (8.45 g.; 0.20 mol.) is added to a solution of ethylene glycol (3.1 g.; 0.05 mol.) in 1,2-dimethoxyethane (100 ml.). The resulting suspension is stirred at room temperature for 2 hours and then cooled to +4° C. N,N-dimethylsulfamoyl chloride, 25.8 g. (0.18 mol.), is dissolved in 1,2-dimethoxyethane (400 ml.) and added dropwise to the solution with stirring. The reaction mixture is stirred at +4° C for an additional 24 hours. A precipitate forms which is fil... Reactants: Cl.FC1(CCC(CC1)N)F (4,4-difluorocyclohexanamine hydrochloride), ClC(=O)OC1=CC=C(C=C1)[N+](=O)[O-] (4-nitrophenyl chloroformate), CCN(C(C)C)C(C)C (DIEA), CO (MeOH). Solvent: C(Cl)Cl (DCM). Reaction conditions: time 16 hour. The product is FC1(CCC(CC1)NC(OC1=CC=C(C=C1)[N+](=O)[O-])=O)F (4-Nitrophenyl 4,4-difluorocyclohexylcarbamate). As a reaction SMILES: Cl.[F:2][C:3]1([F:10])[CH2:8][CH2:7][CH:6]([NH2:9])[CH2:5][CH2:4]1.Cl[C:12]([O:14][C:15]1[CH:20]=[CH:19][C:18]([N+:21]([O-:23])=[O:22])=[CH:17][CH:16]=1)=[O:13].CCN(C(C)C)C(C)C.CO>C(Cl)Cl>[F:2][C:3]1([F:10])[CH2:8][CH2:7][CH:6]([NH:9][C:12](=[O:13])[O:14][C:15]2[CH:16]=[CH:17][C:18]([N+:21]([O-:23])=[O:22])=[CH:19][CH:20]=2)[CH2:5][CH2:4]1 |f:0.1|. Reported procedure: To a solution of 4,4-difluorocyclohexanamine hydrochloride (Matrix scientific, 250 mg, 1.45 mmol) in DCM (5 mL) was added 4-nitrophenyl chloroformate (367 mg, 1.82 mmol) and DIEA (507 μl, 0.29 mmol). The resulting mixture was then stirred at RT for 16 h. Then, MeOH (2 mL) was added and the solvents were removed. The residue was purified by silica gel flash column chromatography (0%-100% EtOAc/hexane) to give the title compound as a yellow solid.